From a dataset of the Open Reaction Database (ORD), a public repository of structured organic reaction records. describe an organic reaction: reactants, conditions, products, and yield Reactants: C([O-])([O-])=O.[Na+].[Na+] (sodium carbonate), BrC=1C=C(C=C(C1)C1=C2C(=NC=C1)NN=C2)C(C#N)(C)C (2-(3-bromo-5-(1H-pyrazolo[3,4-b]pyridin-4-yl)phenyl)-2-methylpropanenitrile), C1(=CC=CC=C1)B(O)O (phenyl boronic acid), COCCOC (Ethylene glycol dimethyl ether). Reagents/catalysts: C=1C=CC(=CC1)[P](C=2C=CC=CC2)(C=3C=CC=CC3)[Pd]([P](C=4C=CC=CC4)(C=5C=CC=CC5)C=6C=CC=CC6)([P](C=7C=CC=CC7)(C=8C=CC=CC8)C=9C=CC=CC9)[P](C=1C=CC=CC1)(C=1C=CC=CC1)C=1C=CC=CC1 (tetrakis(triphenylphosphine)palladium(0)). The solvent is C(C)(=O)OCC (ethyl acetate), O (water). Reaction conditions: temperature 150 celsius. Product: N1N=CC=2C1=NC=CC2C=2C=C(C=C(C2)C2=CC=CC=C2)C(C#N)(C)C (2-(5-(1H-pyrazolo[3,4-b]pyridin-4-yl)biphenyl-3-yl)-2-methylpropanenitrile). The yield is 34.2%. As a reaction SMILES: Br[C:2]1[CH:3]=[C:4]([C:17]([CH3:21])([CH3:20])[C:18]#[N:19])[CH:5]=[C:6]([C:8]2[CH:13]=[CH:12][N:11]=[C:10]3[NH:14][N:15]=[CH:16][C:9]=23)[CH:7]=1.[C:22]1(B(O)O)[CH:27]=[CH:26][CH:25]=[CH:24][CH:23]=1.COCCOC.C(=O)([O-])[O-].[Na+].[Na+]>C(OCC)(=O)C.O.C1C=CC([P]([Pd]([P](C2C=CC=CC=2)(C2C=CC=CC=2)C2C=CC=CC=2)([P](C2C=CC=CC=2)(C2C=CC=CC=2)C2C=CC=CC=2)[P](C2C=CC=CC=2)(C2C=CC=CC=2)C2C=CC=CC=2)(C2C=CC=CC=2)C2C=CC=CC=2)=CC=1>[NH:14]1[C:10]2=[N:11][CH:12]=[CH:13][C:8]([C:6]3[CH:5]=[C:4]([C:17]([CH3:21])([CH3:20])[C:18]#[N:19])[CH:3]=[C:2]([C:22]4[CH:27]=[CH:26][CH:25]=[CH:24][CH:23]=4)[CH:7]=3)=[C:9]2[CH:16]=[N:15]1 |f:3.4.5,^1:53,55,74,93|. Reported procedure: A mixture of 2-(3-bromo-5-(1H-pyrazolo[3,4-b]pyridin-4-yl)phenyl)-2-methylpropanenitrile (50 mg, 0.147 mmol) and phenyl boronic acid (26.76 mg, 0.220 mmol) were placed in a microwave vial. Ethylene glycol dimethyl ether (1.5 ml) was then added followed by sodium carbonate (269.0 mg, 243.9 μL of 2 M, 0.488 mmol) and tetrakis(triphenylphosphine)palladium(0) (14.2 mg, 0.012 mmol). The reaction mixture was heated under microwave irradiation at 150° C. for 60 minutes. The reaction mixture was allowed... Reactants: C(C1=CC=2OCOC2C=C1)OCCCCCCCCCC=C (10-undecenyl piperonyl ether), O.P(=O)(O)(O)[O-].[Na+] (sodium dihydrogen phosphate monohydrate). Solvent: ClCCl (dichloromethane), ClCCl (dichloromethane). Conditions: time 24 hour. Product: C(C1=CC=2OCOC2C=C1)OC=CCCCCCCCC1CO1 (11-epoxyundecenyl piperonyl ether). RXN SMILES: [CH2:1]([O:11][CH2:12][CH2:13][CH2:14][CH2:15][CH2:16][CH2:17][CH2:18][CH2:19][CH2:20][CH:21]=[CH2:22])[C:2]1[CH:10]=[CH:9][C:8]2[O:7][CH2:6][O:5][C:4]=2[CH:3]=1.O.P([O-])(O)(O)=[O:25].[Na+]>ClCCl>[CH2:1]([O:11][CH:12]=[CH:13][CH2:14][CH2:15][CH2:16][CH2:17][CH2:18][CH2:19][CH2:20][CH:21]1[O:25][CH2:22]1)[C:2]1[CH:10]=[CH:9][C:8]2[O:7][CH2:6][O:5][C:4]=2[CH:3]=1 |f:1.2.3|. Reported procedure: To a solution of 11.0 g. (0.036 mole) of 10-undecenyl piperonyl ether and 5.0 g. (0.036 mole) of sodium dihydrogen phosphate monohydrate in 100 ml. of dichloromethane, was added 7.6 g. (0.036 mole) of m-chloroperbenzoic and dissolved in 200 ml. of dichloromethane. After stirring at ambient temperature for 24 hours, the mixture was filtered and washed with an aqueous sodium bicarbonate solution. After drying the dichloromethane solvent was removed by evaporation. The crude product obtained in thi...